Dataset: the Open Reaction Database (ORD), a public repository of structured organic reaction records. Task: describe an organic reaction: reactants, conditions, products, and yield Starting materials: C(C1=CC=CC=C1)OC(=O)N1[C@H](CCC1)CC1=CNC2=CC=C(C=C12)C1=CC=C(C=C1)CO (3-(1-Benzyloxycarbonylpyrrolidin-2(R)-ylmethyl)-5-(4-hydroxymethylphenyl)-1H-indole), C(C)(=O)Cl (acetyl chloride). Run in C(C)O (ethanol). Yields the product OCC1=CC=C(C=C1)C=1C=C2C(=CNC2=CC1)C[C@@H]1NCCC1 (5-(4-Hydroxymethylphenyl)-3-(pyrrolidin-2(R)-ylmethyl)-1H-indole). As a reaction SMILES: C(OC([N:11]1[CH2:15][CH2:14][CH2:13][C@@H:12]1[CH2:16][C:17]1[C:25]2[C:20](=[CH:21][CH:22]=[C:23]([C:26]3[CH:31]=[CH:30][C:29]([CH2:32][OH:33])=[CH:28][CH:27]=3)[CH:24]=2)[NH:19][CH:18]=1)=O)C1C=CC=CC=1.C(Cl)(=O)C>C(O)C>[OH:33][CH2:32][C:29]1[CH:28]=[CH:27][C:26]([C:23]2[CH:24]=[C:25]3[C:20](=[CH:21][CH:22]=2)[NH:19][CH:18]=[C:17]3[CH2:16][C@H:12]2[CH2:13][CH2:14][CH2:15][NH:11]2)=[CH:31][CH:30]=1. Procedure details: 3-(1-Benzyloxycarbonylpyrrolidin-2(R)-ylmethyl)-5-(4-hydroxymethylphenyl)-1H-indole (450 mg, 0.973 mmol) (see Preparation 39) in ethanol was reduced using catalytic hydrogenation as described in Example 35 except that no acetyl chloride was used in the reaction. This gave the title compound as an off-white powder, m.pt. 65°-69° C. (210 mg). Found: C,76.15; H,7.43; N,8.66; C20H22N2O.1/2H2O requires: C,76.16; H,7.35; N,8.88%.